The task is: describe an organic reaction: reactants, conditions, products, and yield. This data is from the Open Reaction Database (ORD), a public repository of structured organic reaction records. Starting materials: O=C([O-])[O-], CCOC(C)=O, OB(O)c1cc(F)c(F)cc1F, [K+], [K+], CN(C)C=O, O, Oc1ccc(I)cc1. Product: Oc1ccc(-c2cc(F)c(F)cc2F)cc1. As a reaction SMILES: [C:21](=[O:22])([O-:23])[O-:24].[CH3:32][CH2:33][O:34][C:35]([CH3:36])=[O:37].[F:1][c:2]1[c:3]([B:10]([OH:11])[OH:12])[cH:4][c:5]([F:9])[c:6]([F:8])[cH:7]1.[K+:25].[K+:26].[O:27]=[CH:28][N:29]([CH3:30])[CH3:31].[OH2:38].[OH:13][c:14]1[cH:15][cH:16][c:17]([I:18])[cH:19][cH:20]1>>[F:1][c:2]1[c:3](-[c:17]2[cH:16][cH:15][c:14]([OH:13])[cH:20][cH:19]2)[cH:4][c:5]([F:9])[c:6]([F:8])[cH:7]1. Reactants: [OH-].[Na+] (sodium hydroxide), Cl.FC(OC=1C=C(C=CC1)NN)(F)F (3-trifluoromethoxyphenyl hydrazine hydrochloride), C(#N)C(C(=O)N)=C(C1=CC=C(C=C1)C)SC (2-cyano-3-methylthio-3-(4-tolyl)acrylamide). Run in C(C)O (ethanol). The product is NC1=C(C(=NN1C1=CC(=CC=C1)OC(F)(F)F)C1=CC=C(C=C1)C)C(=O)N (5-Amino-3-(4-tolyl)-1-(3-trifluoromethoxyphenyl)pyrazole-4-carboxamide). The yield is 42.5%. RXN SMILES: [OH-].[Na+].Cl.[F:4][C:5]([F:16])([F:15])[O:6][C:7]1[CH:8]=[C:9]([NH:13][NH2:14])[CH:10]=[CH:11][CH:12]=1.[C:17]([C:19](=[C:23](SC)[C:24]1[CH:29]=[CH:28][C:27]([CH3:30])=[CH:26][CH:25]=1)[C:20]([NH2:22])=[O:21])#[N:18]>C(O)C>[NH2:18][C:17]1[N:13]([C:9]2[CH:10]=[CH:11][CH:12]=[C:7]([O:6][C:5]([F:15])([F:16])[F:4])[CH:8]=2)[N:14]=[C:23]([C:24]2[CH:29]=[CH:28][C:27]([CH3:30])=[CH:26][CH:25]=2)[C:19]=1[C:20]([NH2:22])=[O:21] |f:0.1,2.3|. Procedure details: Powdered sodium hydroxide (88 mg, 2.2 mmol) was added to a solution of 3-trifluoromethoxyphenyl hydrazine hydrochloride (503 mg, 2.2 mmol) and 2-cyano-3-methylthio-3-(4-tolyl)acrylamide (464 mg, 2.0 mmol) in ethanol (20 ml) and the mixture heated at reflux for 18 h. On cooling, the solvent was removed under reduced pressure and the residue partitioned between water (80 ml) and ethyl acetate (100 ml). The aqueous layer was further extracted with ethyl acetate (2×80 ml) and the combined organic la... Starting materials: C#Cc1ccnc2[nH]cc(C(O)c3c(F)ccc(NS(=O)(=O)c4ccc(C(F)(F)F)cc4)c3F)c12, C1CCOC1, O. Product: C#Cc1ccnc2[nH]cc(C(=O)c3c(F)ccc(NS(=O)(=O)c4ccc(C(F)(F)F)cc4)c3F)c12. As a reaction SMILES: [C:1](#[CH:2])[c:3]1[c:4]2[c:5]([n:6][cH:7][cH:8]1)[nH:9][cH:10][c:11]2[CH:12]([c:13]1[c:14]([F:34])[c:15]([NH:20][S:21](=[O:22])(=[O:23])[c:24]2[cH:25][cH:26][c:27]([C:30]([F:31])([F:32])[F:33])[cH:28][cH:29]2)[cH:16][cH:17][c:18]1[F:19])[OH:35].[O:37]1[CH2:38][CH2:39][CH2:40][CH2:41]1.[OH2:36]>>[C:1](#[CH:2])[c:3]1[c:4]2[c:5]([n:6][cH:7][cH:8]1)[nH:9][cH:10][c:11]2[C:12]([c:13]1[c:14]([F:34])[c:15]([NH:20][S:21](=[O:22])(=[O:23])[c:24]2[cH:25][cH:26][c:27]([C:30]([F:31])([F:32])[F:33])[cH:28][cH:29]2)[cH:16][cH:17][c:18]1[F:19])=[O:35]. Starting materials: CC(=O)NC(C)(C)Cc1ccc2ccccc2c1, Cl, [Na+], [OH-], O. Product: CC(C)(N)Cc1ccc2ccccc2c1. As a reaction SMILES: [CH3:1][C:2]([CH2:3][c:4]1[cH:5][c:6]2[cH:7][cH:8][cH:9][cH:10][c:11]2[cH:12][cH:13]1)([CH3:14])[NH:15][C:16](=[O:17])[CH3:18].[ClH:19].[Na+:21].[OH-:20].[OH2:22]>>[CH3:1][C:2]([CH2:3][c:4]1[cH:5][c:6]2[cH:7][cH:8][cH:9][cH:10][c:11]2[cH:12][cH:13]1)([CH3:14])[NH2:15]. The reactants are ClC(Cl)Cl, CCOC(=O)CCC1(NC(=O)c2ccc(Cl)c(Cl)c2)C(=O)N(CCCSC)c2ccccc21, O=C(OO)c1cccc(Cl)c1. The product is CCOC(=O)CCC1(NC(=O)c2ccc(Cl)c(Cl)c2)C(=O)N(CCCS(C)=O)c2ccccc21. As a reaction SMILES: [CH:45]([Cl:46])([Cl:47])[Cl:48].[Cl:12][c:13]1[cH:14][c:15]([C:16](=[O:17])[NH:18][C:19]2([CH2:34][CH2:35][C:36](=[O:37])[O:38][CH2:39][CH3:40])[C:20](=[O:33])[N:21]([CH2:28][CH2:29][CH2:30][S:31][CH3:32])[c:22]3[cH:23][cH:24][cH:25][cH:26][c:27]32)[cH:41][cH:42][c:43]1[Cl:44].[Cl:1][c:2]1[cH:3][cH:4][cH:5][c:6]([C:7]([O:8][OH:10])=[O:9])[cH:11]1>>[O:9]=[S:31]([CH2:30][CH2:29][CH2:28][N:21]1[C:20](=[O:33])[C:19]([NH:18][C:16]([c:15]2[cH:14][c:13]([Cl:12])[c:43]([Cl:44])[cH:42][cH:41]2)=[O:17])([CH2:34][CH2:35][C:36](=[O:37])[O:38][CH2:39][CH3:40])[c:27]2[c:22]1[cH:23][cH:24][cH:25][cH:26]2)[CH3:32]. Reactants: O=C([O-])[O-], COC(=O)COc1ccc(OC(C)=O)cn1, CO, [K+], [K+]. The product is COC(=O)COc1ccc(O)cn1. RXN SMILES: [C:17](=[O:18])([O-:19])[O-:20].[C:1](=[O:2])([CH3:3])[O:4][c:5]1[cH:6][cH:7][c:8]([O:11][CH2:12][C:13](=[O:14])[O:15][CH3:16])[n:9][cH:10]1.[CH3:23][OH:24].[K+:21].[K+:22]>>[OH:4][c:5]1[cH:6][cH:7][c:8]([O:11][CH2:12][C:13](=[O:14])[O:15][CH3:16])[n:9][cH:10]1.